describe an organic reaction: reactants, conditions, products, and yield From a dataset of the Open Reaction Database (ORD), a public repository of structured organic reaction records. Starting materials: C(C)(C)NC(C1=CC=C(C=C1)Cl)=O (N-Isopropyl 4-chlorobenzamide), S(=O)(Cl)Cl (thionyl chloride). Reaction conditions: time 2 hour. Yields the product C(C)(C)N=C(C1=CC=C(C=C1)Cl)Cl (N-Isopropyl 4-Chlorobenzimidoyl Chloride). Reaction SMILES: [CH:1]([NH:4][C:5](=O)[C:6]1[CH:11]=[CH:10][C:9]([Cl:12])=[CH:8][CH:7]=1)([CH3:3])[CH3:2].S(Cl)([Cl:16])=O>>[CH:1]([N:4]=[C:5]([Cl:16])[C:6]1[CH:11]=[CH:10][C:9]([Cl:12])=[CH:8][CH:7]=1)([CH3:3])[CH3:2]. Procedure details: N-Isopropyl 4-chlorobenzamide (12.7 g, 64.3 mmole) and thionyl chloride (53.81 g, 447 mmole) were heated at reflux with stirring for two hours. Excess thionyl chloride was removed by distillation. The title compound was isolated by distillation (b.p. 65°-70° C. at ~1 mm Hg) to yield 10.7 g (77%) of a light brown yellow liquid.